From a dataset of the Open Reaction Database (ORD), a public repository of structured organic reaction records. describe an organic reaction: reactants, conditions, products, and yield Starting materials: C, CCCCNC(=O)C(O)C(CCCC)N=[N+]=[N-], CO, [Pd]. The product is CCCCNC(=O)C(O)C(N)CCCC. RXN SMILES: [C:18].[CH2:1]([CH2:2][CH2:3][CH3:4])[NH:5][C:6]([CH:7]([CH:8]([CH2:9][CH2:10][CH2:11][CH3:12])[N:13]=[N+:14]=[N-:15])[OH:16])=[O:17].[CH3:20][OH:21].[Pd:19]>>[CH2:1]([CH2:2][CH2:3][CH3:4])[NH:5][C:6]([CH:7]([CH:8]([CH2:9][CH2:10][CH2:11][CH3:12])[NH2:13])[OH:16])=[O:17]. Yields the product CS(=O)(=O)NC1CCCCC1N1C(=O)c2ccccc2C(C(=O)NOCc2ccccc2)C1c1ccc(Cl)cc1Cl. Reactants: CS(=O)(=O)Cl, CCOC(C)=O, NC1CCCCC1N1C(=O)c2ccccc2C(C(=O)NOCc2ccccc2)C1c1ccc(Cl)cc1Cl, O, c1ccncc1. RXN SMILES: [CH3:44][S:45]([Cl:46])(=[O:47])=[O:48].[CH3:49][CH2:50][O:51][C:52](=[O:53])[CH3:54].[NH2:1][CH:2]1[CH:3]([N:8]2[C:9](=[O:37])[c:10]3[cH:11][cH:12][cH:13][cH:14][c:15]3[CH:16]([C:26](=[O:27])[NH:28][O:29][CH2:30][c:31]3[cH:32][cH:33][cH:34][cH:35][cH:36]3)[CH:17]2[c:18]2[c:19]([Cl:25])[cH:20][c:21]([Cl:24])[cH:22][cH:23]2)[CH2:4][CH2:5][CH2:6][CH2:7]1.[OH2:55].[cH:38]1[cH:39][cH:40][n:41][cH:42][cH:43]1>>[NH:1]([CH:2]1[CH:3]([N:8]2[C:9](=[O:37])[c:10]3[cH:11][cH:12][cH:13][cH:14][c:15]3[CH:16]([C:26](=[O:27])[NH:28][O:29][CH2:30][c:31]3[cH:32][cH:33][cH:34][cH:35][cH:36]3)[CH:17]2[c:18]2[c:19]([Cl:25])[cH:20][c:21]([Cl:24])[cH:22][cH:23]2)[CH2:4][CH2:5][CH2:6][CH2:7]1)[S:45]([CH3:44])(=[O:47])=[O:48]. Starting materials: C(C)(=O)OCC (Ethyl acetate), FC1=C(C=CC(=C1)C(F)(F)F)C=CC=1OC=C(N1)CO ({2-[2-(2-Fluoro-4-trifluoromethyl-phenyl)-vinyl]-oxazol-4-yl}-methanol), ClC1=NC=C(C=N1)CCCCN1N=NC=C1 (2-chloro-5-(4-[1,2,3]triazol-1-yl-butyl)-pyrimidine), CC(C)([O-])C.[Na+] (sodium tert-butoxide). Solvent: O1CCCC1 (tetrahydrofuran). Run at time 15 minute. Yields the product FC1=C(C=CC(=C1)C(F)(F)F)C=CC=1OC=C(N1)COC1=NC=C(C=N1)CCCCN1N=NC=C1 (2-{2-[2-(2-fluoro-4-trifluoromethyl-phenyl)-vinyl]-oxazol-4-ylmethoxy}-5-(4-[1,2,3]triazol-1-yl-butyl)-pyrimidine). As a reaction SMILES: [F:1][C:2]1[CH:7]=[C:6]([C:8]([F:11])([F:10])[F:9])[CH:5]=[CH:4][C:3]=1[CH:12]=[CH:13][C:14]1[O:15][CH:16]=[C:17]([CH2:19][OH:20])[N:18]=1.CC(C)([O-])C.[Na+].Cl[C:28]1[N:33]=[CH:32][C:31]([CH2:34][CH2:35][CH2:36][CH2:37][N:38]2[CH:42]=[CH:41][N:40]=[N:39]2)=[CH:30][N:29]=1.C(OCC)(=O)C>O1CCCC1>[F:1][C:2]1[CH:7]=[C:6]([C:8]([F:9])([F:10])[F:11])[CH:5]=[CH:4][C:3]=1[CH:12]=[CH:13][C:14]1[O:15][CH:16]=[C:17]([CH2:19][O:20][C:28]2[N:33]=[CH:32][C:31]([CH2:34][CH2:35][CH2:36][CH2:37][N:38]3[CH:42]=[CH:41][N:40]=[N:39]3)=[CH:30][N:29]=2)[N:18]=1 |f:1.2|. Procedure details: {2-[2-(2-Fluoro-4-trifluoromethyl-phenyl)-vinyl]-oxazol-4-yl}-methanol (0.100 g, 0.35 mmol) is dissolved in anhydrous tetrahydrofuran (THF) (3 ml) followed by the addition of sodium tert-butoxide (NaOtBu) (0.041 g, 0.42 mmol). After stirring for 15 min at r.t. 2-chloro-5-(4-[1,2,3]triazol-1-yl-butyl)-pyrimidine (0.075 g, 0.32 mmol) is added slowly and stirred for further 3 h at r.t. Ethyl acetate (20 ml) is added, the mixture is washed with saturated ammonium chloride (NH4Cl), dried over MgSO4 a... The reactants are COC(=O)CCCCCCN1C(=O)CCC1C=O, COCCOC, COP(=O)(CC(=O)c1cccc(Br)c1)OC, [H-], [Na+]. Yields the product COC(=O)CCCCCCN1C(=O)CCC1C=CC(=O)c1cccc(Br)c1. Reaction SMILES: [CH3:19][O:20][C:21]([CH2:22][CH2:23][CH2:24][CH2:25][CH2:26][CH2:27][N:28]1[CH:29]([CH:34]=[O:35])[CH2:30][CH2:31][C:32]1=[O:33])=[O:36].[CH3:37][O:38][CH2:39][CH2:40][O:41][CH3:42].[CH3:3][O:4][P:5](=[O:6])([O:7][CH3:8])[CH2:9][C:10](=[O:11])[c:12]1[cH:13][c:14]([Br:18])[cH:15][cH:16][cH:17]1.[H-:2].[Na+:1]>>[CH:9]([C:10](=[O:11])[c:12]1[cH:13][c:14]([Br:18])[cH:15][cH:16][cH:17]1)=[CH:34][CH:29]1[N:28]([CH2:27][CH2:26][CH2:25][CH2:24][CH2:23][CH2:22][C:21]([O:20][CH3:19])=[O:36])[C:32](=[O:33])[CH2:31][CH2:30]1.